This data is from the Open Reaction Database (ORD), a public repository of structured organic reaction records. The task is: describe an organic reaction: reactants, conditions, products, and yield As a reaction SMILES: [C:13](#[N:14])[N:15]=[C:16]([S:17][CH3:18])[S:19][CH3:20].[CH3:21][OH:22].[Cl:1][c:2]1[c:3]([CH2:8][S:9][CH2:10][CH2:11][NH2:12])[n:4][cH:5][cH:6][cH:7]1>>[Cl:1][c:2]1[c:3]([CH2:8][S:9][CH2:10][CH2:11][N:12]=[C:16]([NH:15][C:13]#[N:14])[S:17][CH3:18])[n:4][cH:5][cH:6][cH:7]1. Reactants: CSC(=NC#N)SC, CO, NCCSCc1ncccc1Cl. Yields the product CSC(=NCCSCc1ncccc1Cl)NC#N. Yields the product Cc1cc2nc(-c3[nH]nc4c3CCN(c3ccc(N)cn3)C4)[nH]c2cc1C. The reactants are Cc1cc2nc(-c3[nH]nc4c3CCN(c3ccc([N+](=O)[O-])cn3)C4)[nH]c2cc1C, CCO, [H][H]. As a reaction SMILES: [CH3:1][c:2]1[cH:3][c:4]2[c:5]([nH:6][c:7](-[c:9]3[nH:10][n:11][c:12]4[c:17]3[CH2:16][CH2:15][N:14]([c:18]3[n:19][cH:20][c:21]([N+:24]([O-:25])=[O:26])[cH:22][cH:23]3)[CH2:13]4)[n:8]2)[cH:27][c:28]1[CH3:29].[CH3:32][CH2:33][OH:34].[H:30][H:31]>>[CH3:1][c:2]1[cH:3][c:4]2[c:5]([nH:6][c:7](-[c:9]3[nH:10][n:11][c:12]4[c:17]3[CH2:16][CH2:15][N:14]([c:18]3[n:19][cH:20][c:21]([NH2:24])[cH:22][cH:23]3)[CH2:13]4)[n:8]2)[cH:27][c:28]1[CH3:29]. Starting materials: [BH4-].[Na+] (NaBH4), [BH4-].[Na+] (NaBH4), FC(COC1=C(C#N)C=CC(=N1)OC1=CC(=C(C=C1)B1OC(C(O1)(C)C)(C)C)C=O)F (2-(2,2-difluoro-ethoxy)-6-[3-formyl-4-(4,4,5,5-tetramethyl-[1,3,2]dioxaborolan-2-yl)-phenoxy]-nicotinonitrile). Run in CO (methanol), C(Cl)Cl (CH2Cl2). Reaction conditions: time 5 minute. Yields the product FC(COC1=C(C#N)C=CC(=N1)OC1=CC2=C(B(OC2)O)C=C1)F (2-(2,2-Difluoro-ethoxy)-6-(1-hydroxy-1,3-dihydro-benzo[c][1,2]oxaborol-5-yloxy)-nicotinonitrile). RXN SMILES: [BH4-].[Na+].[F:3][CH:4]([F:33])[CH2:5][O:6][C:7]1[N:14]=[C:13]([O:15][C:16]2[CH:21]=[CH:20][C:19]([B:22]3[O:26]C(C)(C)C(C)(C)[O:23]3)=[C:18]([CH:31]=O)[CH:17]=2)[CH:12]=[CH:11][C:8]=1[C:9]#[N:10]>CO.C(Cl)Cl>[F:33][CH:4]([F:3])[CH2:5][O:6][C:7]1[N:14]=[C:13]([O:15][C:16]2[CH:21]=[CH:20][C:19]3[B:22]([OH:26])[O:23][CH2:31][C:18]=3[CH:17]=2)[CH:12]=[CH:11][C:8]=1[C:9]#[N:10] |f:0.1|. Procedure details: A solution of NaBH4 (0.100 g, 2.6 mmol) in anhydrous methanol (20 mL) was added to a solution of 2-(2,2-difluoro-ethoxy)-6-[3-formyl-4-(4,4,5,5-tetramethyl-[1,3,2]dioxaborolan-2-yl)-phenoxy]-nicotinonitrile (5.20 g, 12.1 mmol) in CH2Cl2 (80 mL) and stirred at room temperature for 5 minutes. Solid NaBH4 (0.815 g, 21.5 mmol) was then added portionwise over 30 minutes to the reaction at room temperature and the reaction stirred for an additional 30 minutes. The reaction was quenched by the addition... Starting materials: aqueous solution, C(C)(=O)Cl (acetyl chloride), CC1OC2(CC1)C(CCCC2(C)C)(O)C (2,6,10,10-tetramethyl-1-oxa-spiro[4.5]decan-6-ol), OS(=O)(=O)O (H2SO4), CN(C1=CC=CC=C1)C (N,N-dimethylaniline). Solvent: CCOCC (ether). Run at time 2 day. Yields the product C(C)(=O)OC1(C2(CCC(O2)C)C(CCC1)(C)C)C (2,6,10,10-Tetramethyl-1-oxa-spiro[4.5]dec-6-yl acetate). As a reaction SMILES: [C:1](Cl)(=[O:3])[CH3:2].[CH3:5][CH:6]1[CH2:10][CH2:9][C:8]2([C:15]([CH3:17])([CH3:16])[CH2:14][CH2:13][CH2:12][C:11]2([CH3:19])[OH:18])[O:7]1.CN(C)C1C=CC=CC=1.OS(O)(=O)=O>CCOCC>[C:1]([O:18][C:11]1([CH3:19])[CH2:12][CH2:13][CH2:14][C:15]([CH3:17])([CH3:16])[C:8]21[O:7][CH:6]([CH3:5])[CH2:10][CH2:9]2)(=[O:3])[CH3:2]. Procedure: 5.9 g (0.079 M) of acetyl chloride were added over 30 minutes at 20° to a mixture of 2,6,10,10-tetramethyl-1-oxa-spiro[4.5]decan-6-ol -- isomer A; see Example 1 -- and 10.9 g of N,N-dimethylaniline. After having been kept for 2 days at room temperature the reaction mixture was heated to reflux during 3 hours, then cooled and treated with 50 ml of ether. The reaction mixture was then filtered and the clear filtrate thus obtained poured onto crushed ice and finally acidified with a 10% aqueous sol... The reactants are COCCOC, O=C=NC(=O)CCl, C=CC(N)=O. The product is C=CC(=O)NC(=O)NC(=O)CCl. RXN SMILES: [CH3:13][O:14][CH2:15][CH2:16][O:17][CH3:18].[Cl:6][CH2:7][C:8](=[O:9])[N:10]=[C:11]=[O:12].[NH2:1][C:2](=[O:3])[CH:4]=[CH2:5]>>[NH:1]([C:2](=[O:3])[CH:4]=[CH2:5])[C:11]([NH:10][C:8]([CH2:7][Cl:6])=[O:9])=[O:12].